Dataset: the Open Reaction Database (ORD), a public repository of structured organic reaction records. Task: describe an organic reaction: reactants, conditions, products, and yield Reactants: I(=O)(=O)(=O)[O-].[Na+] (sodium periodate), O (water), CC=1C=C(C=CC1SC)[C@H](C(=O)O)C[C@@H]1CC(CC1)=O ((R)-2-(3-methyl-4-methylsulfanyl-phenyl)-3-((R)-3-oxo-cyclopentyl)-propionic acid), [Mn](=O)(=O)(=O)[O-].[K+] (potassium permanganate), O (water). Run in CO (methanol). Run at temperature 25 celsius, time 1 hour. The product is CS(=O)(=O)C1=C(C=C(C=C1)[C@H](C(=O)O)C[C@@H]1CC(CC1)=O)C ((R)-2-(4-methanesulfonyl-3-methyl-phenyl)-3-((R)-3-oxo-cyclopentyl)-propionic acid). Yield: 90.0%. As a reaction SMILES: I([O-])(=O)(=O)=O.[Na+].[CH3:7][C:8]1[CH:9]=[C:10]([C@@H:16]([CH2:20][C@H:21]2[CH2:25][CH2:24][C:23](=[O:26])[CH2:22]2)[C:17]([OH:19])=[O:18])[CH:11]=[CH:12][C:13]=1[S:14][CH3:15].[Mn]([O-])(=O)(=O)=[O:28].[K+].[OH2:33]>CO>[CH3:15][S:14]([C:13]1[CH:12]=[CH:11][C:10]([C@@H:16]([CH2:20][C@H:21]2[CH2:25][CH2:24][C:23](=[O:26])[CH2:22]2)[C:17]([OH:19])=[O:18])=[CH:9][C:8]=1[CH3:7])(=[O:28])=[O:33] |f:0.1,3.4|. Reported procedure: In a flask was placed sodium periodate (725 mg, 3.38 mmol) and water (6 mL). To this solution was then added (R)-2-(3-methyl-4-methylsulfanyl-phenyl)-3-((R)-3-oxo-cyclopentyl)-propionic acid (525 mg, 1.80 mmol) in methanol (11 mL). The reaction was then stirred at 25° C. for 1 h after which time there was a white precipitate. The reaction was then filtered through a plug of celite and the celite pad washed with chloroform. The filterate was concentrated in vacuo and then azeotroped with acetonit... The reactants are O=C1c2cc(Br)ccc2OCc2ccsc21, CC(Br)Br, C1CCOC1, [Cl-], CN1CCC(Cl)CC1, [Mg], [NH4+], O=C(O)C(F)(F)F. The product is CN1CCC(=C2c3cc(Br)ccc3OCc3ccsc32)CC1. As a reaction SMILES: [Br:1][c:2]1[cH:3][cH:4][c:5]2[c:6]([cH:16]1)[C:7](=[O:15])[c:8]1[s:9][cH:10][cH:11][c:12]1[CH2:13][O:14]2.[Br:26][CH:27]([Br:28])[CH3:29].[CH2:39]1[O:40][CH2:41][CH2:42][CH2:43]1.[Cl-:30].[Cl:17][CH:18]1[CH2:19][CH2:20][N:21]([CH3:24])[CH2:22][CH2:23]1.[Mg:25].[NH4+:31].[OH:32][C:33]([C:34]([F:35])([F:36])[F:37])=[O:38]>>[Br:1][c:2]1[cH:3][cH:4][c:5]2[c:6]([cH:16]1)[C:7](=[C:18]1[CH2:19][CH2:20][N:21]([CH3:24])[CH2:22][CH2:23]1)[c:8]1[s:9][cH:10][cH:11][c:12]1[CH2:13][O:14]2. The reactants are C(C)(=O)OCC.CCCCCC (ethyl acetate hexane), C(C)(=O)OCC (ethyl acetate), O1CCC1 (oxetane), C1CCC(CC1)N=C=NC2CCCCC2 (DCC). Solvent: CCCCCC (hexane). Reaction conditions: time 6 hour. Yields the product C1(C=CC(N1)=O)=O.C(C)C1OCC1 (Ethyl Oxetane Maleimide). RXN SMILES: C([O:4][CH2:5][CH3:6])(=[O:3])C.[CH3:7][CH2:8][CH2:9][CH2:10][CH2:11]C.[O:13]1C[CH2:15][CH2:14]1.C1CCC([N:23]=C=NC2CCCCC2)CC1.C(OCC)(=O)C>CCCCCC>[C:5]1(=[O:4])[NH:23][C:14](=[O:13])[CH:15]=[CH:6]1.[CH2:8]([CH:9]1[CH2:10][CH2:11][O:3]1)[CH3:7] |f:0.1,6.7|. Procedure: Stirring was continued for six hours at 10–15° C. after which time thin layer chromatography (1/1 ethyl acetate/hexane) indicated that both the oxetane and DCC were consumed. The reaction was stopped and white solids were filtered from the red-orange solution. Next, this reaction solution was washed three times with an equivalent volume of a saturated sodium bicarbonate solution. Toluene was then stripped from the reaction in vacuo and replaced with a solution of ethyl acetate and hexane (1/1 by... Reactants: CN(C)CCC1=CC=CC=C1 (N,N-dimethyl-(2-phenylethyl)amine), ( 22 ), ( 22 ), ( 7 ), C1(=CC=CC=C1)C(CCN1CCCCC1)(O)C1=CC=CC=C1 (1,1-Diphenyl-3-piperidin-1-yl-propan-1-ol), ( 14 ), ( 4 ), ( 13 ), ( 16 ). The product is CN1[C@@H](CCC1)C(O)(C1=CC=CC=C1)C1=CC=CC=C1 (((S)-1-Methyl-pyrrolidin-2-yl)-diphenyl-methanol). RXN SMILES: [CH3:1][N:2]([CH2:4][CH2:5]C1C=CC=CC=1)C.[C:12]1([C:18]([C:28]2[CH:33]=[CH:32][CH:31]=[CH:30][CH:29]=2)([OH:27])[CH2:19][CH2:20]N2CCCCC2)[CH:17]=[CH:16][CH:15]=[CH:14][CH:13]=1>>[CH3:1][N:2]1[CH2:4][CH2:5][CH2:20][C@H:19]1[C:18]([C:12]1[CH:13]=[CH:14][CH:15]=[CH:16][CH:17]=1)([C:28]1[CH:29]=[CH:30][CH:31]=[CH:32][CH:33]=1)[OH:27]. Reported procedure: LC-MS (ESI) m/z (%): 268 (0) [M0+H]+, 269 (4), 270 (13), 271 (22), 272 (22), 273 (16), 274 (14), 275 (7), 276 (1).